From a dataset of the Open Reaction Database (ORD), a public repository of structured organic reaction records. describe an organic reaction: reactants, conditions, products, and yield Reactants: C1(=C(C=CC=C1)C=1C=CC=C2C=C(NC12)C(=O)OCC)C (ethyl 7-o-tolyl-1H-indole-2-carboxylate), IN1C(CCC1=O)=O (1-iodopyrrolidine-2,5-dione). Solvent: ClCCl (dichloromethane). Reaction conditions: time 3 hour. Yields the product IC1=C(NC2=C(C=CC=C12)C1=C(C=CC=C1)C)C(=O)OCC (ethyl 3-iodo-7-o-tolyl-1H-indole-2-carboxylate). As a reaction SMILES: [C:1]1([CH3:21])[CH:6]=[CH:5][CH:4]=[CH:3][C:2]=1[C:7]1[CH:8]=[CH:9][CH:10]=[C:11]2[C:15]=1[NH:14][C:13]([C:16]([O:18][CH2:19][CH3:20])=[O:17])=[CH:12]2.[I:22]N1C(=O)CCC1=O>ClCCl>[I:22][C:12]1[C:11]2[C:15](=[C:7]([C:2]3[CH:3]=[CH:4][CH:5]=[CH:6][C:1]=3[CH3:21])[CH:8]=[CH:9][CH:10]=2)[NH:14][C:13]=1[C:16]([O:18][CH2:19][CH3:20])=[O:17]. Procedure: To a solution of EXAMPLE 564A (944 mg, 3.38 mmol) in dichloromethane (10 mL) was added 1-iodopyrrolidine-2,5-dione (798 mg, 3.55 9 mmol). The reaction mixture was stirred at room temperature for 3 hours and directly loaded on a flash column, eluting with hexane first and then with 0-50% hexane in dichloromethane. The title compound was obtained as a white solid. The reactants are BrC1=C(C=C2CCN(C(C2=C1)C(=O)O)C(C(=O)N(CCCCC#CC1=CN=CS1)C(C)(C)C)=O)OC (7-bromo-2-(2-(tert-butyl(6-(thiazol-5-yl)hex-5-ynyl)amino)-2-oxoacetyl)-6-methoxy-1,2,3,4-tetrahydroisoquinoline-1-carboxylic acid), C(C)(=O)[O-].[Na+] (sodium acetate), CCOCC.CCCCCCC (ether heptane). Solvent: O (water), C(C)(=O)OC(C)=O (acetic anhydride). Reaction conditions: temperature 105 celsius, time 45 minute. Yields the product C(C)(C)(C)N1C(C2=C(C(=C3N2CCC=2C=C(C(=CC32)Br)OC)C3=CN=CS3)CCCC1)=O (9-tert-butyl-3-methoxy-2-bromo-14-(1,3-thiazol-5-yl)-5,6,10,11,12,13-hexahydroazocino[4′,3′:4,5]pyrrolo[2,1-a]isoquinolin-8(9H)-one). Isolated yield 43.3%. As a reaction SMILES: [Br:1][C:2]1[CH:11]=[C:10]2[C:5]([CH2:6][CH2:7][N:8]([C:15](=O)[C:16]([N:18]([C:30]([CH3:33])([CH3:32])[CH3:31])[CH2:19][CH2:20][CH2:21][CH2:22][C:23]#[C:24][C:25]3[S:29][CH:28]=[N:27][CH:26]=3)=[O:17])[CH:9]2C(O)=O)=[CH:4][C:3]=1[O:35][CH3:36].C([O-])(=O)C.[Na+].CCOCC.CCCCCCC>C(OC(=O)C)(=O)C.O>[C:30]([N:18]1[CH2:19][CH2:20][CH2:21][CH2:22][C:23]2[C:24]([C:25]3[S:29][CH:28]=[N:27][CH:26]=3)=[C:9]3[C:10]4[CH:11]=[C:2]([Br:1])[C:3]([O:35][CH3:36])=[CH:4][C:5]=4[CH2:6][CH2:7][N:8]3[C:15]=2[C:16]1=[O:17])([CH3:31])([CH3:33])[CH3:32] |f:1.2,3.4|. Reported procedure: A mixture of 220 mg of 17h and 150 mg of sodium acetate in 15 ml of acetic anhydride was stirred at 105° C. for 45 min. The reaction mixture was cooled, diluted with 60 ml of water and stirred at ambient temperature for 1 hr to destroy excess anhydride. The aqueous material was then neutralized by careful addition of cold con. aq. NH4OH. The product was extracted with ethyl acetate. The extract was washed with water, dried, concentrated and the material isolated was chromatographed over silica g...